Dataset: the Open Reaction Database (ORD), a public repository of structured organic reaction records. Task: describe an organic reaction: reactants, conditions, products, and yield Reactants: C[Al](C)C (Trimethyl aluminum), COC(=O)C=1SC=CC1NC=1C2=C(N=CN1)NC=C2C (3-(5-methyl-7H-pyrrolo[2,3-d]pyrimidin-4-ylamino)-thiophene-2-carboxylic acid methyl ester), ClC=1C=C(CN)C=CC1 (3-chlorobenzylamine). The solvent is C1(=CC=CC=C1)C (toluene), O (H2O). Reaction conditions: temperature 70 celsius, time 8 hour. Yields the product ClC=1C=C(CNC(=O)C=2SC=CC2NC=2C3=C(N=CN2)NC=C3C)C=CC1 (3-(5-Methyl-7H-pyrrolo[2,3-d]pyrimidin-4-ylamino)-thiophene-2-carboxylic acid 3-chloro-benzylamide). Isolated yield 50.3%. Reaction SMILES: C[Al](C)C.CO[C:7]([C:9]1[S:10][CH:11]=[CH:12][C:13]=1[NH:14][C:15]1[C:16]2[C:23]([CH3:24])=[CH:22][NH:21][C:17]=2[N:18]=[CH:19][N:20]=1)=[O:8].[Cl:25][C:26]1[CH:27]=[C:28]([CH:31]=[CH:32][CH:33]=1)[CH2:29][NH2:30]>C1(C)C=CC=CC=1.O>[Cl:25][C:26]1[CH:27]=[C:28]([CH:31]=[CH:32][CH:33]=1)[CH2:29][NH:30][C:7]([C:9]1[S:10][CH:11]=[CH:12][C:13]=1[NH:14][C:15]1[C:16]2[C:23]([CH3:24])=[CH:22][NH:21][C:17]=2[N:18]=[CH:19][N:20]=1)=[O:8]. Reported procedure: Trimethyl aluminum (0.35 mL, 0.69 mmol, 2M in toluene) was added to a solution of 3-(5-methyl-7H-pyrrolo[2,3-d]pyrimidin-4-ylamino)-thiophene-2-carboxylic acid methyl ester (50 mg, 0.17 mmol) and 3-chlorobenzylamine (0.11 mL, 0.87 mmol) in toluene (2 mL), and stirred overnight at 70° C. The reaction mixture was cooled to room temperature, diluted with H2O and EtOAC, and filtered through an Extrelut column. The column was washed with EtOAC and the filtrate was concentrated. The crude product was ... The reactants are C1(=CC=CC=C1)C(C)(C)NC=1N=C(C=2N=CN([C@@H]3[C@H](O)[C@H](O)[C@@H](CO)O3)C2N1)N ((S)-2-[(phenylisopropyl)amino]adenosine), C[C@@H](CC1=CC=CC=C1)N (D-(+)-amphetamine). Product: C1(=CC=CC=C1)C(CC)NC=1N=C(C=2N=CN([C@H]3[C@H](O)[C@H](O)[C@@H](CO)O3)C2N1)N ((R)-2-[(1-Phenylpropyl)amino]adenosine). Yield: 74.8%. As a reaction SMILES: [C:1]1([C:7]([NH:10][C:11]2[N:12]=[C:13]([NH2:29])[C:14]3[N:15]=[CH:16][N:17]([C:27]=3[N:28]=2)[C@H:18]2[O:26][C@H:23]([CH2:24][OH:25])[C@@H:21]([OH:22])[C@H:19]2[OH:20])([CH3:9])C)[CH:6]=[CH:5][CH:4]=[CH:3][CH:2]=1.[CH3:30][C@H](N)CC1C=CC=CC=1>>[C:1]1([CH:7]([NH:10][C:11]2[N:12]=[C:13]([NH2:29])[C:14]3[N:15]=[CH:16][N:17]([C:27]=3[N:28]=2)[C@@H:18]2[O:26][C@H:23]([CH2:24][OH:25])[C@@H:21]([OH:22])[C@H:19]2[OH:20])[CH2:9][CH3:30])[CH:2]=[CH:3][CH:4]=[CH:5][CH:6]=1. Reported procedure: Combine the acetonide (2) (638 mg, 1.87 mmol) with D-(+)-amphetamine (4.5 g) and heat to 130° C. for 5 hours under nitrogen with stirring. After cooling, purify by flash chromatography (3% to 5% to 10% methanol/chloroform) followed by radial chromatography four times (2% to 4% to 6% to 8% to 10% methanol/chloroform, 4 mm plate) to provide the secondary amine (3) (0.56 g). As a reaction SMILES: [CH3:1][O:2][C:3]1[CH:8]=[C:7]([O:9][CH3:10])[N:6]=[C:5]([N:11]2[CH2:18][CH:17]3[CH:13]([CH2:14][NH:15][CH2:16]3)[CH2:12]2)[N:4]=1.[F:19][C:20]1[CH:28]=[CH:27][CH:26]=[C:25]([N:29]2[N:33]=[CH:32][CH:31]=[N:30]2)[C:21]=1[C:22](O)=[O:23]>>[CH3:1][O:2][C:3]1[CH:8]=[C:7]([O:9][CH3:10])[N:6]=[C:5]([N:11]2[CH2:18][CH:17]3[CH2:16][N:15]([C:22]([C:21]4[C:25]([N:29]5[N:33]=[CH:32][CH:31]=[N:30]5)=[CH:26][CH:27]=[CH:28][C:20]=4[F:19])=[O:23])[CH2:14][CH:13]3[CH2:12]2)[N:4]=1. The reactants are COC1=NC(=NC(=C1)OC)N1CC2CNCC2C1 (2-(4,6-Dimethoxypyrimidin-2-yl)octahydropyrrolo[3,4-c]pyrrole), FC1=C(C(=O)O)C(=CC=C1)N1N=CC=N1 (2-fluoro-6-[1,2,3]triazol-2-yl-benzoic acid). Reported procedure: The title compound was prepared in a manner analogous to Example 15, utilizing Intermediate 45 and Intermediate 12. MS (ESI): mass calculated for C21H22FN7O3, 439.18; m/z found 440.2 [M+H]+. 1H NMR (400 MHz, CDCl3): 7.89-7.80 (m, 2H), 7.73 (s, 1H), 7.53-7.43 (m, 1H), 7.15 (tdd, J=8.4, 3.7, 0.9, 1H), 5.39 (d, J=2.4, 1H), 4.02-3.48 (m, 13H), 3.31-2.89 (m, 3H). Yields the product COC1=NC(=NC(=C1)OC)N1CC2C(C1)CN(C2)C(=O)C2=C(C=CC=C2N2N=CC=N2)F ((5-(4,6-Dimethoxypyrimidin-2-yl)hexahydropyrrolo[3,4-c]pyrrol-2(1H)-yl)(2-fluoro-6-(2H-1,2,3-triazol-2-yl)phenyl)methanone).